Task: describe an organic reaction: reactants, conditions, products, and yield. Dataset: the Open Reaction Database (ORD), a public repository of structured organic reaction records The reactants are C(C)OC(C1=CC(=CC=C1)NS(=O)(=O)CCC)=O (3-(propane-1-sulfonylamino)-benzoic acid ethyl ester), [OH-].[Li+] (lithium hydroxide), O1CCCC1 (tetrahydrofuran), Cl (HCl). Run in O (water). Conditions: time 8 hour. The product is C(CC)S(=O)(=O)NC=1C=C(C(=O)O)C=CC1 (3-(propane-1-sulfonylamino)-benzoic acid). As a reaction SMILES: C([O:3][C:4](=[O:18])[C:5]1[CH:10]=[CH:9][CH:8]=[C:7]([NH:11][S:12]([CH2:15][CH2:16][CH3:17])(=[O:14])=[O:13])[CH:6]=1)C.[OH-].[Li+].O1CCCC1.Cl>O>[CH2:15]([S:12]([NH:11][C:7]1[CH:6]=[C:5]([CH:10]=[CH:9][CH:8]=1)[C:4]([OH:18])=[O:3])(=[O:13])=[O:14])[CH2:16][CH3:17] |f:1.2|. Procedure details: To 3-(propane-1-sulfonylamino)-benzoic acid ethyl ester (75, 1.60 g, 5.90 mmol) in water was added lithium hydroxide (1.0 g, 4.2 mmol) and tetrahydrofuran (20 mL). The reaction was stirred at room temperature overnight. The reaction mixture was acidified with 1 N HCl, and extracted with ethyl acetate. The organic layer was dried over anhydrous sodium sulfate and filtered. The filtrate was concentrated and washed with ethyl acetate to give the compound (76, 1.2 g, 84.5%) as white solid. MS (ESI) ... The reactants are S(=O)(Cl)Cl (thionyl chloride), COC(=O)C1=CC2=C(NC=CC2=O)O1 (4-oxo-4,7-dihydro-furo[2,3-b]pyridine-2-carboxylic acid methyl ester). Run in CN(C=O)C (dimethylformamide). Yields the product COC(=O)C1=CC=2C(=NC=CC2Cl)O1 (4-Chloro-furo[2,3-b]pyridine-2-carboxylic acid methyl ester). As a reaction SMILES: S(Cl)([Cl:3])=O.[CH3:5][O:6][C:7]([C:9]1[O:18][C:12]2[NH:13][CH:14]=[CH:15][C:16](=O)[C:11]=2[CH:10]=1)=[O:8]>CN(C)C=O>[CH3:5][O:6][C:7]([C:9]1[O:18][C:12]2=[N:13][CH:14]=[CH:15][C:16]([Cl:3])=[C:11]2[CH:10]=1)=[O:8]. Procedure: After adding thionyl chloride (8.0 ml) and dimethylformamide (0.08 ml) to 4-oxo-4,7-dihydro-furo[2,3-b]pyridine-2-carboxylic acid methyl ester (2.0 g), the mixture was heated to reflux for 1 hour. After cooling, the mixture was concentrated under reduced pressure and the precipitated crystals were filtered out and washed with tetrahydrofuran and ethyl acetate to obtain the title compound (2.1 g). Starting materials: CO, CCOC(=O)CCc1nnc(CNC(=O)c2ccc(Cl)c(Cl)c2)n1-c1sc(CC)cc1C(=O)c1ccccc1Cl, [Na+], [OH-]. Yields the product CCc1cc(C(=O)c2ccccc2Cl)c(-n2c(CCC(=O)O)nnc2CNC(=O)c2ccc(Cl)c(Cl)c2)s1. As a reaction SMILES: [CH3:43][OH:44].[Cl:1][c:2]1[c:3]([C:4](=[O:5])[c:6]2[c:7](-[n:13]3[c:14]([CH2:25][NH:26][C:27]([c:28]4[cH:29][c:30]([Cl:35])[c:31]([Cl:34])[cH:32][cH:33]4)=[O:36])[n:15][n:16][c:17]3[CH2:18][CH2:19][C:20](=[O:21])[O:22][CH2:23][CH3:24])[s:8][c:9]([CH2:11][CH3:12])[cH:10]2)[cH:37][cH:38][cH:39][cH:40]1.[Na+:42].[OH-:41]>>[Cl:1][c:2]1[c:3]([C:4](=[O:5])[c:6]2[c:7](-[n:13]3[c:14]([CH2:25][NH:26][C:27]([c:28]4[cH:29][c:30]([Cl:35])[c:31]([Cl:34])[cH:32][cH:33]4)=[O:36])[n:15][n:16][c:17]3[CH2:18][CH2:19][C:20](=[O:21])[OH:22])[s:8][c:9]([CH2:11][CH3:12])[cH:10]2)[cH:37][cH:38][cH:39][cH:40]1.